describe an organic reaction: reactants, conditions, products, and yield From a dataset of the Open Reaction Database (ORD), a public repository of structured organic reaction records. Starting materials: [N+](=O)([O-])C1=C(N)C(=CC(=C1CC)[N+](=O)[O-])C (2,4-Dinitro-3-ethyl-6-methylaniline), C=O (paraformaldehyde). Run in S(O)(O)(=O)=O (sulfuric acid). The product is CNC1=C(C(=C(C=C1C)[N+](=O)[O-])CC)[N+](=O)[O-] (N-methyl-2,4-dinitro-3-ethyl-6-methylaniline). As a reaction SMILES: [N+:1]([C:4]1[C:10]([CH2:11][CH3:12])=[C:9]([N+:13]([O-:15])=[O:14])[CH:8]=[C:7]([CH3:16])[C:5]=1[NH2:6])([O-:3])=[O:2].[CH2:17]=O>S(=O)(=O)(O)O>[CH3:17][NH:6][C:5]1[C:7]([CH3:16])=[CH:8][C:9]([N+:13]([O-:15])=[O:14])=[C:10]([CH2:11][CH3:12])[C:4]=1[N+:1]([O-:3])=[O:2]. Reported procedure: This compound is made according to Scheme 1. 2,4-Dinitro-3-ethyl-6-methylaniline is treated with paraformaldehyde in concentrated sulfuric acid to afford N-methyl-2,4-dinitro-3-ethyl-6-methylaniline. The synthesis is completed in the same manner as 4-ethyl-5-(2-imidazolinylamino)benzimidazole (see Example 2).